The task is: describe an organic reaction: reactants, conditions, products, and yield. This data is from the Open Reaction Database (ORD), a public repository of structured organic reaction records. The reactants are COC(=O)c1cc([N+](=O)[O-])ccc1O[Si](C)(C)C(C)(C)C, CCO, [H][H]. Product: COC(=O)c1cc(N)ccc1O[Si](C)(C)C(C)(C)C. RXN SMILES: [CH3:1][O:2][C:3]([c:4]1[c:5]([O:13][Si:14]([CH3:15])([CH3:16])[C:17]([CH3:18])([CH3:19])[CH3:20])[cH:6][cH:7][c:8]([N+:10]([O-:11])=[O:12])[cH:9]1)=[O:21].[CH3:24][CH2:25][OH:26].[H:22][H:23]>>[CH3:1][O:2][C:3]([c:4]1[c:5]([O:13][Si:14]([CH3:15])([CH3:16])[C:17]([CH3:18])([CH3:19])[CH3:20])[cH:6][cH:7][c:8]([NH2:10])[cH:9]1)=[O:21]. Starting materials: NO (aminoalcohol), C(C)(C)(C)C1=CC=C(C=C1)C(CCO)C(C)N (3-(4-t-butylphenyl)-4-aminopentan-1-ol), C1(=CC=CC=C1)P(C1=CC=CC=C1)C1=CC=CC=C1 (triphenylphosphine), N(=NC(=O)OCC)C(=O)OCC (diethyl azodicarboxylate). The reagents and catalysts are C(C)(=O)O (acetic acid). The solvent is C1CCOC1 (THF), CCCCCC (hexane). Product: C(C)(C)(C)C1=CC=C(C=C1)C1C(NCC1)C (3-(4-t-butylphenyl)-2-methylpyrrolidine). RXN SMILES: NO.[C:3]([C:7]1[CH:12]=[CH:11][C:10]([CH:13]([CH:17]([NH2:19])[CH3:18])[CH2:14][CH2:15]O)=[CH:9][CH:8]=1)([CH3:6])([CH3:5])[CH3:4].C1(P(C2C=CC=CC=2)C2C=CC=CC=2)C=CC=CC=1.N(C(OCC)=O)=NC(OCC)=O>C1COCC1.C(O)(=O)C.CCCCCC>[C:3]([C:7]1[CH:12]=[CH:11][C:10]([CH:13]2[CH2:14][CH2:15][NH:19][CH:17]2[CH3:18])=[CH:9][CH:8]=1)([CH3:6])([CH3:5])[CH3:4]. Procedure: 4.2 g (0.018 mol) of the aminoalcohol prepared in (c), 4.69 g (0.018 mol) of triphenylphosphine and 3.1 g (0.018 mol) of diethyl azodicarboxylate were dissolved in 100 mL THF. 2 drops of glacial acetic acid were added and the solution refluxed for two hours. During this time the initially red solution became yellow. On cooling, hexane was added dropwise until precipitation started. The mixture was then cooled in the freezer and the crystalline precipitate filtered off. The solvent was removed un... Starting materials: ClC1=NC(=NC2=CC=CC=C12)C1=C(C=CC=C1OC)Cl (4-chloro-2-(2-chloro-6-methoxyphenyl)quinazoline), B(Br)(Br)Br (BBr3). Solvent: C(Cl)Cl (CH2Cl2), C(Cl)Cl (CH2Cl2). Conditions: time 30 minute. Yields the product ClC=1C(=C(C=CC1)O)C1=NC2=CC=CC=C2C(=N1)Cl (3-chloro-2-(4-chloroquinazolin-2-yl)phenol). Reaction SMILES: [Cl:1][C:2]1[C:11]2[C:6](=[CH:7][CH:8]=[CH:9][CH:10]=2)[N:5]=[C:4]([C:12]2[C:17]([O:18]C)=[CH:16][CH:15]=[CH:14][C:13]=2[Cl:20])[N:3]=1.B(Br)(Br)Br>C(Cl)Cl>[Cl:20][C:13]1[C:12]([C:4]2[N:3]=[C:2]([Cl:1])[C:11]3[C:6](=[CH:7][CH:8]=[CH:9][CH:10]=3)[N:5]=2)=[C:17]([OH:18])[CH:16]=[CH:15][CH:14]=1. Reported procedure: To a solution of 4-chloro-2-(2-chloro-6-methoxyphenyl)quinazoline (300 mg, 0.98 mmol) in 10 mL CH2Cl2 was added dropwise 5 equivalents of a 1 M BBr3 solution in CH2Cl2 at −78° C. The reaction was warmed to room temperature and was complete in 30 minutes. The reaction was quenched with a saturated aqueous NaHCO3 solution to pH 7. The aqueous layer was extracted with CH2Cl2, and the combined extracts were dried over Na2SO4, filtered, and concentrated to obtain 3-chloro-2-(4-chloroquinazolin-2-yl)p... Reactants: CCOC(C)=O, CCO, CC(=O)C1CC1, CC[O-], [Na+]. Product: CC(=O)CC(=O)C1CC1. Reaction SMILES: [CH3:11][CH2:12][O:13][C:14](=[O:15])[CH3:16].[CH3:17][CH2:18][OH:19].[CH3:1][C:2](=[O:3])[CH:4]1[CH2:5][CH2:6]1.[CH3:8][CH2:9][O-:10].[Na+:7]>>[CH2:1]([C:2](=[O:3])[CH:4]1[CH2:5][CH2:6]1)[C:9]([CH3:8])=[O:10]. Starting materials: COC=1C=C(C=C(C1)C(F)(F)F)N (3-methoxy-5-trifluoromethyl-phenylamine), Br (HBr), C(C)(=O)O (acetic acid), NaHCO2. Run in O (water). Conditions: temperature 140 celsius. Yields the product NC=1C=C(C=C(C1)C(F)(F)F)O (3-Amino-5-trifluoromethylphenol). Yield: 81.0%. RXN SMILES: C[O:2][C:3]1[CH:4]=[C:5]([NH2:13])[CH:6]=[C:7]([C:9]([F:12])([F:11])[F:10])[CH:8]=1.Br.C(O)(=O)C>O>[NH2:13][C:5]1[CH:4]=[C:3]([OH:2])[CH:8]=[C:7]([C:9]([F:10])([F:11])[F:12])[CH:6]=1. Procedure: To a round bottom flask was added 3-methoxy-5-trifluoromethyl-phenylamine (1.0 g, 5.23 mmol), 10 mL HBr (49% aq.), and 8 mL glacial acetic acid. A reflux condenser was attached and the solution heated to 140° C. for 20 h. The reaction was then diluted with water and neutralized to ˜pH 7 by slow addition of saturated NaHCO2. The aqueous solution was then extracted into EtOAc twice. The organic layers were combined, washed once with brine, dried over Mg2SO4, filtered, and concentrated in vacuo to ...